From a dataset of the Open Reaction Database (ORD), a public repository of structured organic reaction records. describe an organic reaction: reactants, conditions, products, and yield Run in C(=O)(C)C#N (AcCN). Reaction conditions: temperature 65 celsius. The product is ClC1=NC2=C(N1C1=NC(=NC=N1)NC1=CC(=C(C(=C1)OC)OC)OC)C=CC=C2 ([4-(2-chloro-benzimidazol-1-yl)-[1,3,5]triazin-2-yl]-(3,4,5-trimethoxy-phenyl)amine). Reactants: ClC1=NC(=NC=N1)NC1=CC(=C(C(=C1)OC)OC)OC ((4-chloro-[1,3,5]triazin-2-yl)-(3,4,5-trimethoxy-phenyl)amine), ClC=1NC2=C(N1)C=CC=C2 (2-chlorobenzimidazole), C(=O)([O-])[O-].[K+].[K+] (K2CO3). Procedure: To a suspension of (4-chloro-[1,3,5]triazin-2-yl)-(3,4,5-trimethoxy-phenyl)amine (2.97 g, 10 mmol) and 2-chlorobenzimidazole (1.53 g, 10 mmol) in dry AcCN (100 mL) was added ground K2CO3 (1.68 g, 12 mmol). The resulting mixture was heated at 65° C. for 4 h, cooled to RT, concentrated in vacuo and purified by column chromatography (EtOAc/n-Hexanes) to provide [4-(2-chloro-benzimidazol-1-yl)-[1,3,5]triazin-2-yl]-(3,4,5-trimethoxy-phenyl)amine as a white powder. MS m/z 413=[M+H]+. Calc'd for C19H17... RXN SMILES: Cl[C:2]1[N:7]=[CH:6][N:5]=[C:4]([NH:8][C:9]2[CH:14]=[C:13]([O:15][CH3:16])[C:12]([O:17][CH3:18])=[C:11]([O:19][CH3:20])[CH:10]=2)[N:3]=1.[Cl:21][C:22]1[NH:23][C:24]2[CH:30]=[CH:29][CH:28]=[CH:27][C:25]=2[N:26]=1.C([O-])([O-])=O.[K+].[K+]>C(C#N)(C)=O>[Cl:21][C:22]1[N:26]([C:2]2[N:7]=[CH:6][N:5]=[C:4]([NH:8][C:9]3[CH:14]=[C:13]([O:15][CH3:16])[C:12]([O:17][CH3:18])=[C:11]([O:19][CH3:20])[CH:10]=3)[N:3]=2)[C:25]2[CH:27]=[CH:28][CH:29]=[CH:30][C:24]=2[N:23]=1 |f:2.3.4|.